From a dataset of the Open Reaction Database (ORD), a public repository of structured organic reaction records. describe an organic reaction: reactants, conditions, products, and yield Reactants: BrC1=C(C(=O)OC)C=CC(=C1)C (methyl 2-bromo-4-methylbenzoate), [K+].C(=C)[B-](F)(F)F (vinyltrifluoroborate potassium salt), TEA. Reagents/catalysts: C1=CC=C(C=C1)P([C-]2C=CC=C2)C3=CC=CC=C3.C1=CC=C(C=C1)P([C-]2C=CC=C2)C3=CC=CC=C3.Cl[Pd]Cl.[Fe+2] (Pd(dppf)Cl2). Run in C(CC)O (n-PrOH). Run at temperature 100 celsius. Product: C(=C)C1=C(C(=O)OC)C=CC(=C1)C (methyl 2-ethenyl-4-methylbenzoate). Yield: 61.3%. RXN SMILES: Br[C:2]1[CH:11]=[C:10]([CH3:12])[CH:9]=[CH:8][C:3]=1[C:4]([O:6][CH3:7])=[O:5].[K+].[CH:14]([B-](F)(F)F)=[CH2:15]>C(O)CC.C1C=CC(P(C2C=CC=CC=2)[C-]2C=CC=C2)=CC=1.C1C=CC(P(C2C=CC=CC=2)[C-]2C=CC=C2)=CC=1.Cl[Pd]Cl.[Fe+2]>[CH:14]([C:2]1[CH:11]=[C:10]([CH3:12])[CH:9]=[CH:8][C:3]=1[C:4]([O:6][CH3:7])=[O:5])=[CH2:15] |f:1.2,4.5.6.7|. Procedure: A mixture of methyl 2-bromo-4-methylbenzoate (1.06 g, 4.63 mmol), vinyltrifluoroborate potassium salt (621 mg, 4.63 mmol), Pd(dppf)Cl2 (203 mg, 0.28 mmol) and TEA (1.40 g, 13.89 mmol) in n-PrOH (11 mL) was purged with nitrogen, and heated to 100° C. for 2 h. It was then cooled to room temperature and filtered, the filtrate was extracted with ethyl acetate twice. Organic extract was concentrated and purified by flash column chromatograph to give 500 mg of the title compound (60%). 1H NMR (400 MHz... Reactants: NC([C@H](CC1=CC=C(C=C1)B1OC(C(O1)(C)C)(C)C)NC(=O)C1(CCOCC1)NC(OC(C)(C)C)=O)=O ((S)-tert-Butyl 4-(1-amino-1-oxo-3-(4-(4,4,5,5-tetramethyl-1,3,2-dioxaborolan-2-yl)phenyl)propan-2-ylcarbamoyl)tetrahydro-2H-pyran-4-ylcarbamate), BrC=1C=CC2=C(N(C(O2)=O)CCOC)C1 (5-Bromo-3-(2-methoxyethyl)benzo[d]oxazol-2(3H)-one), C([O-])([O-])=O.[Na+].[Na+] (sodium carbonate). Solvent: C(C)#N (acetonitrile). Conditions: temperature 85 celsius. Product: NC([C@H](CC1=CC=C(C=C1)C=1C=CC2=C(N(C(O2)=O)CCOC)C1)NC(=O)C1(CCOCC1)NC(OC(C)(C)C)=O)=O ((S)-tert-Butyl 4-(1-amino-3-(4-(3-(2-methoxyethyl)-2-oxo-2,3-dihydrobenzo[d]oxazol-5-yl)phenyl)-1-oxopropan-2-ylcarbamoyl)tetrahydro-2H-pyran-4-ylcarbamate). Yield: 23.5%. Reaction SMILES: [NH2:1][C:2](=[O:37])[C@@H:3]([NH:20][C:21]([C:23]1([NH:29][C:30](=[O:36])[O:31][C:32]([CH3:35])([CH3:34])[CH3:33])[CH2:28][CH2:27][O:26][CH2:25][CH2:24]1)=[O:22])[CH2:4][C:5]1[CH:10]=[CH:9][C:8](B2OC(C)(C)C(C)(C)O2)=[CH:7][CH:6]=1.Br[C:39]1[CH:40]=[CH:41][C:42]2[O:46][C:45](=[O:47])[N:44]([CH2:48][CH2:49][O:50][CH3:51])[C:43]=2[CH:52]=1.C(=O)([O-])[O-].[Na+].[Na+]>C(#N)C>[NH2:1][C:2](=[O:37])[C@@H:3]([NH:20][C:21]([C:23]1([NH:29][C:30](=[O:36])[O:31][C:32]([CH3:33])([CH3:35])[CH3:34])[CH2:24][CH2:25][O:26][CH2:27][CH2:28]1)=[O:22])[CH2:4][C:5]1[CH:10]=[CH:9][C:8]([C:39]2[CH:40]=[CH:41][C:42]3[O:46][C:45](=[O:47])[N:44]([CH2:48][CH2:49][O:50][CH3:51])[C:43]=3[CH:52]=2)=[CH:7][CH:6]=1 |f:2.3.4|. Reported procedure: (S)-tert-Butyl 4-(1-amino-1-oxo-3-(4-(4,4,5,5-tetramethyl-1,3,2-dioxaborolan-2-yl)phenyl)propan-2-ylcarbamoyl)tetrahydro-2H-pyran-4-ylcarbamate (Example 16, step (i), 250 mg) in acetonitrile (8 mL) with 5-bromo-3-(2-methoxyethyl)benzo[d]oxazol-2(3H)-one (Example 24, step (i), 131 mg) was treated with an aqueous solution of sodium carbonate (2M, 0.483 mL). Nitrogen was bubbled through the solution and then 1,1 bis(di-tert-butylphosphino)ferrocene palladium dichloride (5 mg) was added. The reactio... Yields the product COC(=O)C1N=COC1C(=C)CCCCNC(=O)OCC1=CC=CC=C1 (5-[6-(N-benzyloxycarbonylamino)hex-1-en-2-yl]-oxazoline-4-carboxylic acid methyl ester). Run at time 2.5 hour. The reagents and catalysts are [Cu-]=O (copper(I) oxide). Reported procedure: 4.0 g (15.3 mmol) of 6-(N-benzyloxycarbonylamino)-2-methylene-hexanal and 1.62 ml (16.8 mmol) of isocyanoacetic acid methyl ester are dissolved in 50 ml of toluene and added dropwise at 40° to a suspension of 0.12 g of 96.4% copper(I) oxide in 50 ml of toluene. The mixture is then stirred at room temperature for 2.5 hours, filtered, introduced into a column filled with 60 g of silica gel and extracted first with hexane/ethyl acetate (1:1) and then with ethyl acetate. 5-[6-(N-benzyloxycarbonylami... Run in C1(=CC=CC=C1)C (toluene), C1(=CC=CC=C1)C (toluene). The reactants are C(C1=CC=CC=C1)OC(=O)NCCCCC(C=O)=C (6-(N-benzyloxycarbonylamino)-2-methylene-hexanal), COC(C[N+]#[C-])=O (isocyanoacetic acid methyl ester). RXN SMILES: [CH2:1]([O:8][C:9]([NH:11][CH2:12][CH2:13][CH2:14][CH2:15][C:16](=[CH2:19])[CH:17]=[O:18])=[O:10])[C:2]1[CH:7]=[CH:6][CH:5]=[CH:4][CH:3]=1.[CH3:20][O:21][C:22](=[O:26])[CH2:23][N+:24]#[C-:25]>C1(C)C=CC=CC=1.[Cu-]=O>[CH3:20][O:21][C:22]([CH:23]1[CH:17]([C:16]([CH2:15][CH2:14][CH2:13][CH2:12][NH:11][C:9]([O:8][CH2:1][C:2]2[CH:7]=[CH:6][CH:5]=[CH:4][CH:3]=2)=[O:10])=[CH2:19])[O:18][CH:25]=[N:24]1)=[O:26].